This data is from the Open Reaction Database (ORD), a public repository of structured organic reaction records. The task is: describe an organic reaction: reactants, conditions, products, and yield Reactants: O=S(=O)(Cl)c1ccc2c(c1)CNCC2, Nc1ccccc1. Yields the product c1ccc2c(c1)CCNC2. Reaction SMILES: [Cl:8][S:9](=[O:10])(=[O:11])[c:12]1[cH:13][cH:14][c:15]2[c:20]([cH:21]1)[CH2:19][NH:18][CH2:17][CH2:16]2.[NH2:1][c:2]1[cH:3][cH:4][cH:5][cH:6][cH:7]1>>[cH:12]1[cH:13][cH:14][c:15]2[c:20]([cH:21]1)[CH2:19][NH:18][CH2:17][CH2:16]2. The reactants are C1(CCCCC1)N=C=NC1CCCCC1 (1,3-dicyclohexylcarbodiimide), CC(CCCC=1C=NC=CC1)N (alpha-methyl-3-pyridinebutanamine), ON1N=NC2=C1C=CC=C2 (1-hydroxybenzotriazole), C([C@H](O)C1=CC=CC=C1)(=O)O ((R)-mandelic acid). Run in CN(C=O)C (dimethylformamide), CN(C=O)C (dimethylformamide). Conditions: temperature -5 celsius, time 18 hour. Product: N1=CC(=CC=C1)CCCC(C)=O (5-(3-pyridinyl)-2-pentanone). The yield is 173.0%. As a reaction SMILES: [CH3:1][CH:2](N)[CH2:3][CH2:4][CH2:5][C:6]1[CH:7]=[N:8][CH:9]=[CH:10][CH:11]=1.[OH:13]N1C2C=CC=CC=2N=N1.C(O)(=O)[C@@H](C1C=CC=CC=1)O.C1(N=C=NC2CCCCC2)CCCCC1>CN(C)C=O>[N:8]1[CH:9]=[CH:10][CH:11]=[C:6]([CH2:5][CH2:4][CH2:3][C:2](=[O:13])[CH3:1])[CH:7]=1. Reported procedure: To a cooled (-5° C.) solution of 32 g of the above enriched amine, 33 g of 1-hydroxybenzotriazole and 31.22 g of (R)-mandelic acid in 350 mL of dimethylformamide, was added a solution of 44.26 g of 1,3-dicyclohexylcarbodiimide in 150 mL of dimethylformamide and the mixture was stirred at -5° C. for 18 hours. After the precipitated dicyclohexylurea was removed by filtration, the filtrate was evaporated and the residue dispersed in 300 mL of cold 2N sodium hydroxide. The resulting solids were remo... Starting materials: O=C(Cc1ccccc1)N1C(=O)OCC1Cc1ccccc1, C=CCI, C[Si](C)(C)[N-][Si](C)(C)C, CCOC(C)=O, [Cl-], [Na+], [Na+], C1CCOC1. Yields the product C=CCC(C(=O)N1C(=O)OCC1Cc1ccccc1)c1ccccc1. Reaction SMILES: [CH2:1]([c:2]1[cH:3][cH:4][cH:5][cH:6][cH:7]1)[CH:8]1[N:9]([C:14]([CH2:15][c:16]2[cH:17][cH:18][cH:19][cH:20][cH:21]2)=[O:22])[C:10](=[O:13])[O:11][CH2:12]1.[CH2:33]([CH:34]=[CH2:35])[I:36].[CH3:23][Si:24]([N-:25][Si:26]([CH3:27])([CH3:28])[CH3:29])([CH3:30])[CH3:31].[CH3:39][CH2:40][O:41][C:42](=[O:43])[CH3:44].[Cl-:38].[Na+:32].[Na+:37].[O:45]1[CH2:46][CH2:47][CH2:48][CH2:49]1>>[CH2:1]([c:2]1[cH:3][cH:4][cH:5][cH:6][cH:7]1)[CH:8]1[N:9]([C:14]([CH:15]([c:16]2[cH:17][cH:18][cH:19][cH:20][cH:21]2)[CH2:35][CH:34]=[CH2:33])=[O:22])[C:10](=[O:13])[O:11][CH2:12]1.